Dataset: the Open Reaction Database (ORD), a public repository of structured organic reaction records. Task: describe an organic reaction: reactants, conditions, products, and yield The reactants are CCOC(=O)CCCN(C(=O)c1cc(Cl)cc(OCCN(C(=O)OC(C)(C)C)c2ccncc2)c1)C1CCCC1, Cl, [Na+], C1COCCO1, [OH-]. Product: CC(C)(C)OC(=O)N(CCOc1cc(Cl)cc(C(=O)N(CCCC(=O)O)C2CCCC2)c1)c1ccncc1. As a reaction SMILES: [CH2:3]([CH3:4])[O:5][C:6]([CH2:7][CH2:8][CH2:9][N:10]([CH:11]1[CH2:12][CH2:13][CH2:14][CH2:15]1)[C:16]([c:17]1[cH:18][c:19]([O:24][CH2:25][CH2:26][N:27]([c:28]2[cH:29][cH:30][n:31][cH:32][cH:33]2)[C:34](=[O:35])[O:36][C:37]([CH3:38])([CH3:39])[CH3:40])[cH:20][c:21]([Cl:23])[cH:22]1)=[O:41])=[O:42].[ClH:43].[Na+:2].[O:44]1[CH2:45][CH2:46][O:47][CH2:48][CH2:49]1.[OH-:1]>>[O:5]=[C:6]([CH2:7][CH2:8][CH2:9][N:10]([CH:11]1[CH2:12][CH2:13][CH2:14][CH2:15]1)[C:16]([c:17]1[cH:18][c:19]([O:24][CH2:25][CH2:26][N:27]([c:28]2[cH:29][cH:30][n:31][cH:32][cH:33]2)[C:34](=[O:35])[O:36][C:37]([CH3:38])([CH3:39])[CH3:40])[cH:20][c:21]([Cl:23])[cH:22]1)=[O:41])[OH:42]. Conditions: time 8 hour. Reactants: C(C1=CC=CC=C1)C1CN(CCN1)CC1=CC=C(C=C1)C1=C(C=CC=C1)C(F)(F)F (3-benzyl-1-(2′-trifluoromethyl-biphenyl-4-ylmethyl)-piperazine), CN=C=O (methylisocyanate). Product: CNC(=O)N1C(CN(CC1)CC1=CC=C(C=C1)C1=C(C=CC=C1)C(F)(F)F)CC1=CC=CC=C1 (2-Benzyl-4-(2′-trifluoromethyl-biphenyl-4-ylmethyl)-piperazine-1-carboxylic acid methylamide). Procedure details: This compound could be made in the following manner: 100 mg of 3-benzyl-1-(2′-trifluoromethyl-biphenyl-4-ylmethyl)-piperazine would be dissolved in dichloromethane, 1.1 equiv. methylisocyanate would be added. The reaction would be shaken at room temperature overnight. The reaction would be concentrated in vacuo. The residue would be diluted with DCM, washed with 1M aqueous sodium hydroxide solution, then dried over sodium sulfate, filtered and concentrated in vacuo. The crude residue would be pu... Reaction SMILES: [CH2:1]([CH:8]1[NH:13][CH2:12][CH2:11][N:10]([CH2:14][C:15]2[CH:20]=[CH:19][C:18]([C:21]3[CH:26]=[CH:25][CH:24]=[CH:23][C:22]=3[C:27]([F:30])([F:29])[F:28])=[CH:17][CH:16]=2)[CH2:9]1)[C:2]1[CH:7]=[CH:6][CH:5]=[CH:4][CH:3]=1.[CH3:31][N:32]=[C:33]=[O:34]>ClCCl>[CH3:31][NH:32][C:33]([N:13]1[CH2:12][CH2:11][N:10]([CH2:14][C:15]2[CH:20]=[CH:19][C:18]([C:21]3[CH:26]=[CH:25][CH:24]=[CH:23][C:22]=3[C:27]([F:30])([F:28])[F:29])=[CH:17][CH:16]=2)[CH2:9][CH:8]1[CH2:1][C:2]1[CH:7]=[CH:6][CH:5]=[CH:4][CH:3]=1)=[O:34]. The solvent is ClCCl (dichloromethane). Starting materials: C(#N)C1=CC=C(CNC(C(OC)C2=CC=C(C=C2)O)=O)C=C1 ((RS)-N-(4-cyano-benzyl)-2-(4-hydroxy-phenyl)-2-methoxy-acetamide), BrC(C)O.C([O-])([O-])=O.[Cs+].[Cs+] (bromoethanol cesium carbonate). Product: C(#N)C1=CC=C(CNC(C(OC)C2=CC=C(C=C2)OCCO)=O)C=C1 ((RS)-N-(4-cyano-benzyl)-2-[4-(2-hydroxy-ethoxy)-phenyl]-2-methoxy-acetamide). As a reaction SMILES: [C:1]([C:3]1[CH:22]=[CH:21][C:6]([CH2:7][NH:8][C:9](=[O:20])[CH:10]([C:13]2[CH:18]=[CH:17][C:16]([OH:19])=[CH:15][CH:14]=2)[O:11][CH3:12])=[CH:5][CH:4]=1)#[N:2].Br[CH:24]([OH:26])[CH3:25].C(=O)([O-])[O-].[Cs+].[Cs+]>CN(C=O)C>[C:1]([C:3]1[CH:4]=[CH:5][C:6]([CH2:7][NH:8][C:9](=[O:20])[CH:10]([C:13]2[CH:18]=[CH:17][C:16]([O:19][CH2:25][CH2:24][OH:26])=[CH:15][CH:14]=2)[O:11][CH3:12])=[CH:21][CH:22]=1)#[N:2] |f:1.2.3.4|. Solvent: CN(C)C=O (DMF). Reported procedure: In analogy to example 16.4, (RS)-N-(4-cyano-benzyl)-2-(4-hydroxy-phenyl)-2-methoxy-acetamide (example 21.2) was alkylated with bromoethanol/cesium carbonate in DMF to give (RS)-N-(4-cyano-benzyl)-2-[4-(2-hydroxy-ethoxy)-phenyl]-2-methoxy-acetamide as a colorless oil. MS 363.1 ([M+Na]+) Reactants: CCOC(=O)c1cc2ccnc(N(Cc3ccccc3)Cc3ccccc3)c2[nH]1, ClCCl, NCc1cccnc1, O. The product is O=C(NCc1cccnc1)c1cc2ccnc(N(Cc3ccccc3)Cc3ccccc3)c2[nH]1. Reaction SMILES: [CH2:1]([c:2]1[cH:3][cH:4][cH:5][cH:6][cH:7]1)[N:8]([c:9]1[n:10][cH:11][cH:12][c:13]2[c:14]1[nH:15][c:16]([C:18]([O:20][CH2:19][CH3:21])=[O:22])[cH:17]2)[CH2:23][c:24]1[cH:25][cH:26][cH:27][cH:28][cH:29]1.[Cl:38][CH2:39][Cl:40].[NH2:30][CH2:31][c:32]1[cH:33][n:34][cH:35][cH:36][cH:37]1.[OH2:41]>>[CH2:1]([c:2]1[cH:3][cH:4][cH:5][cH:6][cH:7]1)[N:8]([c:9]1[n:10][cH:11][cH:12][c:13]2[c:14]1[nH:15][c:16]([C:18](=[O:20])[NH:30][CH2:31][c:32]1[cH:33][n:34][cH:35][cH:36][cH:37]1)[cH:17]2)[CH2:23][c:24]1[cH:25][cH:26][cH:27][cH:28][cH:29]1. The reactants are CC1=CC=C(C=C1)C(C(=C)C)O (1-(4-methylphenyl)-2-methyl-2-propen-1-ol), C(C)(OCC)(OCC)OCC (triethyl orthoacetate), C(CC)(=O)O (propionic acid). The solvent is C(C)O (ethanol). Yields the product C/C(/CCC(=O)OCC)=C\C1=CC=C(C=C1)C (Ethyl (4E)-4-methyl-5-(4-methylphenyl)-4-pentenoate). The yield is 23.1%. Reaction SMILES: [CH3:1][C:2]1[CH:7]=[CH:6][C:5]([CH:8](O)[C:9]([CH3:11])=[CH2:10])=[CH:4][CH:3]=1.[C:13](OCC)([O:18]CC)([O:15][CH2:16][CH3:17])[CH3:14].C(O)(=O)CC>C(O)C>[CH3:10]/[C:9](=[CH:8]\[C:5]1[CH:6]=[CH:7][C:2]([CH3:1])=[CH:3][CH:4]=1)/[CH2:11][CH2:14][C:13]([O:15][CH2:16][CH3:17])=[O:18]. Procedure details: 1-(4-methylphenyl)-2-methyl-2-propen-1-ol (64.9 g, 0.4 mol) and triethyl orthoacetate (335 g, 2 mol) were heated in the presence of propionic acid (0.5 ml) in an oil bath at 150° C. (the ethanol formed during the reaction distills during this period) for 3 hours, then progressively to 200° C. (to distill off the excess orthoacetate). The product was then distilled under high vacuum (105° C./0.001 mbar) through a 20-cm Widmer column. 21.5 g of the desired product were obtained (94% purity, yield=... The yield is 20.5%. Reported procedure: Except to use a reaction time of 36 hours at ambient temperature, and to use toluene as eluant on chromatography, thiophene-2-carbaldehyde (3.1 ml., 3.74 g., 0.083 mol) and 2-[1-(ethoxy)ethoxy)acetaldehyde (4.0 g., 0.030 mol) were converted to instant title product as a yellow solid 1.39 g., crystallized from hexane, 109 mg.; 1H-nmr: 1.14 (t, 3H), 1.52 (d, 3H), 3.75 (m, 2H), 6.01 (q, 1H), 6.99 (s, 1H), 7.15 (m, 1H), 7.53 (m, 2H), 9.40 (s, 1H). Run in C1(=CC=CC=C1)C (toluene). RXN SMILES: [S:1]1[CH:5]=[CH:4][CH:3]=[C:2]1[CH:6]=O.[CH2:8]([O:10][CH:11]([O:13][CH2:14][CH:15]=[O:16])[CH3:12])[CH3:9]>C1(C)C=CC=CC=1>[CH2:8]([O:10][CH:11]([O:13][C:14](=[CH:6][C:2]1[S:1][CH:5]=[CH:4][CH:3]=1)[CH:15]=[O:16])[CH3:12])[CH3:9]. The reactants are S1C(=CC=C1)C=O (thiophene-2-carbaldehyde), C(C)OC(C)OCC=O (2-[1-(ethoxy)ethoxy)acetaldehyde). Product: C(C)OC(C)OC(C=O)=CC=1SC=CC1 (2-[1-(Ethoxy)ethoxy]-3-(2-thienyl)propenal). As a reaction SMILES: [Br-:30].[C:1]([CH3:2])([CH3:3])([CH3:4])[O:5][C:6](=[O:7])[N:8]1[CH2:9][CH:10]2[CH2:11][CH:12]([CH2:18][O:19][S:20](=[O:21])(=[O:22])[c:23]3[cH:24][cH:25][c:26]([CH3:27])[cH:28][cH:29]3)[CH2:13][C:14](=[O:17])[CH:15]2[CH2:16]1.[CH3:31][O:32][c:33]1[c:34]([Mg+:39])[cH:35][cH:36][cH:37][cH:38]1.[Cl-:40].[NH4+:41].[O:42]1[CH2:43][CH2:44][CH2:45][CH2:46]1>>[C:1]([CH3:2])([CH3:3])([CH3:4])[O:5][C:6](=[O:7])[N:8]1[CH2:9][CH:10]2[CH2:11][CH:12]([CH2:18][O:19][S:20](=[O:21])(=[O:22])[c:23]3[cH:24][cH:25][c:26]([CH3:27])[cH:28][cH:29]3)[CH2:13][C:14]([OH:17])([c:34]3[c:33]([O:32][CH3:31])[cH:38][cH:37][cH:36][cH:35]3)[CH:15]2[CH2:16]1. Reactants: [Br-], Cc1ccc(S(=O)(=O)OCC2CC(=O)C3CN(C(=O)OC(C)(C)C)CC3C2)cc1, COc1ccccc1[Mg+], [Cl-], [NH4+], C1CCOC1. Yields the product COc1ccccc1C1(O)CC(COS(=O)(=O)c2ccc(C)cc2)CC2CN(C(=O)OC(C)(C)C)CC21. Starting materials: CC1=CC=C(C=N1)C=CC(=O)O (3-(6-methyl-3-pyridyl)acrylic acid), S(O)(O)(=O)=O (sulphuric acid), C(C)O (ethanol). Yields the product CC1=CC=C(C=N1)C=CC(=O)OCC (ethyl 3-(6-methyl-3-pyridyl)acrylate). Reaction SMILES: [CH3:1][C:2]1[N:7]=[CH:6][C:5]([CH:8]=[CH:9][C:10]([OH:12])=[O:11])=[CH:4][CH:3]=1.S(=O)(=O)(O)O.[CH2:18](O)[CH3:19]>>[CH3:1][C:2]1[N:7]=[CH:6][C:5]([CH:8]=[CH:9][C:10]([O:12][CH2:18][CH3:19])=[O:11])=[CH:4][CH:3]=1. Reported procedure: A stirred mixture of 3-(6-methyl-3-pyridyl)acrylic acid (50.70 g), dry ethanol (350 ml) and concentrated sulphuric acid (25 ml) was heated under reflux for 18 hours and ethanol (~250 ml) was removed by evaporation. The residue was poured into ice-aqueous ammonia and the mixture was extracted with ether. The ether extracts were washed with water and evaporated to an oil which crystallised on standing to give ethyl 3-(6-methyl-3-pyridyl)acrylate, m.p. 36°-37°. The reactants are CC(=O)c1cc(Br)c2c(c1O)CCN(C(=O)C(F)(F)F)CC2, CCOC(C)=O, O=C[O-], [Na+], CN(C)C=O, c1ccc(P(c2ccccc2)(c2ccccc2)[Pd](P(c2ccccc2)(c2ccccc2)c2ccccc2)(P(c2ccccc2)(c2ccccc2)c2ccccc2)P(c2ccccc2)(c2ccccc2)c2ccccc2)cc1. The product is CC(=O)c1ccc2c(c1O)CCN(C(=O)C(F)(F)F)CC2. As a reaction SMILES: [C:1]([CH3:2])(=[O:3])[c:4]1[c:5]([OH:22])[c:6]2[c:7]([c:19]([Br:21])[cH:20]1)[CH2:8][CH2:9][N:10]([C:13]([C:14]([F:15])([F:16])[F:17])=[O:18])[CH2:11][CH2:12]2.[CH3:32][CH2:33][O:34][C:35]([CH3:36])=[O:37].[CH:23]([O-:24])=[O:25].[Na+:26].[O:27]=[CH:28][N:29]([CH3:30])[CH3:31].[cH:38]1[cH:39][cH:40][c:41]([P:42]([Pd:43]([P:44]([c:45]2[cH:46][cH:47][cH:48][cH:49][cH:50]2)([c:51]2[cH:52][cH:53][cH:54][cH:55][cH:56]2)[c:57]2[cH:58][cH:59][cH:60][cH:61][cH:62]2)([P:63]([c:64]2[cH:65][cH:66][cH:67][cH:68][cH:69]2)([c:70]2[cH:71][cH:72][cH:73][cH:74][cH:75]2)[c:76]2[cH:77][cH:78][cH:79][cH:80][cH:81]2)[P:82]([c:83]2[cH:84][cH:85][cH:86][cH:87][cH:88]2)([c:89]2[cH:90][cH:91][cH:92][cH:93][cH:94]2)[c:95]2[cH:96][cH:97][cH:98][cH:99][cH:100]2)([c:101]2[cH:102][cH:103][cH:104][cH:105][cH:106]2)[c:107]2[cH:108][cH:109][cH:110][cH:111][cH:112]2)[cH:113][cH:114]1>>[C:1]([CH3:2])(=[O:3])[c:4]1[c:5]([OH:22])[c:6]2[c:7]([cH:19][cH:20]1)[CH2:8][CH2:9][N:10]([C:13]([C:14]([F:15])([F:16])[F:17])=[O:18])[CH2:11][CH2:12]2. Reactants: solution, Cl (hydrogen chloride), ClC1=CC(=NC(=N1)SC)NC1=C(C=CC(=C1)C)NC(OC(C)(C)C)=O (tert-Butyl (2-{[6-chloro-2-(methylsulfanyl)pyrimidin-4-yl]amino}-4-methylphenyl)carbamate), C([O-])(O)=O.[Na+] (sodium bicarbonate), [OH-].[Na+] (sodium hydroxide). Solvent: O1CCOCC1 (1,4-dioxane), O1CCOCC1 (1,4-dioxane). Reaction conditions: time 8 hour. Yields the product ClC1=CC(=NC(=N1)SC)NC=1C(=CC=C(C1)C)N (N2-[6-chloro-2-(methylsulfanyl)pyrimidin-4-yl]-4-methylbenzene-1,2-diamine). The yield is 95.8%. As a reaction SMILES: [Cl:1][C:2]1[N:7]=[C:6]([S:8][CH3:9])[N:5]=[C:4]([NH:10][C:11]2[CH:16]=[C:15]([CH3:17])[CH:14]=[CH:13][C:12]=2[NH:18]C(=O)OC(C)(C)C)[CH:3]=1.Cl.C(=O)(O)[O-].[Na+].[OH-].[Na+]>O1CCOCC1>[Cl:1][C:2]1[N:7]=[C:6]([S:8][CH3:9])[N:5]=[C:4]([NH:10][C:11]2[C:12]([NH2:18])=[CH:13][CH:14]=[C:15]([CH3:17])[CH:16]=2)[CH:3]=1 |f:2.3,4.5|. Procedure: tert-Butyl (2-{[6-chloro-2-(methylsulfanyl)pyrimidin-4-yl]amino}-4-methylphenyl)carbamate (8.5 g) was dissolved in 1,4-dioxane (85 mL), and a 4 M solution (56 mL) of hydrogen chloride in 1,4-dioxane was added thereto, followed by stirring at room temperature for 8 hours. After the completion of the reaction, a saturated aqueous sodium bicarbonate solution and a 4 M aqueous sodium hydroxide solution were added thereto. The mixture was quenched, made free, and extracted with ethyl acetate. The org...